From a dataset of the Open Reaction Database (ORD), a public repository of structured organic reaction records. describe an organic reaction: reactants, conditions, products, and yield The reactants are Cc1ccc(Br)cn1, CC(C)(C)OC(=O)N1CC2CC1CN2. The product is Cc1ccc(N2CC3CC2CN3C(=O)OC(C)(C)C)cn1. RXN SMILES: [Br:15][c:16]1[cH:17][cH:18][c:19]([CH3:22])[n:20][cH:21]1.[CH:1]12[N:2]([C:8](=[O:9])[O:10][C:11]([CH3:12])([CH3:13])[CH3:14])[CH2:3][CH:4]([NH:5][CH2:6]1)[CH2:7]2>>[CH:1]12[N:2]([C:8](=[O:9])[O:10][C:11]([CH3:12])([CH3:13])[CH3:14])[CH2:3][CH:4]([N:5]([c:16]3[cH:17][cH:18][c:19]([CH3:22])[n:20][cH:21]3)[CH2:6]1)[CH2:7]2. Starting materials: NC1=CC=C(C=C1)C(=O)NS(=O)(=O)C=1SC(=CC1)Cl ((4-aminophenyl)-N-[(5-chloro(2-thienyl))sulfonyl]carboxamide), C1(C=2C(C(=O)O1)=CC=CC2)=O (phthalic anhydride). Solvent: CN(C)C=O (DMF). Run at temperature 110 celsius. The product is O=C1N(C(C2=C1C=CC=C2)=O)C2=CC=C(C=C2)C(=O)NS(=O)(=O)C=2SC(=CC2)Cl ([4-(1,3-dioxobenzo[c]azolidin-2-yl)phenyl]-N-[(5-chloro(2-thienyl))sulfonyl]carboxamide). Isolated yield 55.0%. Reaction SMILES: [NH2:1][C:2]1[CH:7]=[CH:6][C:5]([C:8]([NH:10][S:11]([C:14]2[S:15][C:16]([Cl:19])=[CH:17][CH:18]=2)(=[O:13])=[O:12])=[O:9])=[CH:4][CH:3]=1.[C:20]1(=O)[O:25][C:23](=[O:24])[C:22]2=[CH:26][CH:27]=[CH:28][CH:29]=[C:21]12>CN(C=O)C>[O:24]=[C:23]1[C:22]2[CH:26]=[CH:27][CH:28]=[CH:29][C:21]=2[C:20](=[O:25])[N:1]1[C:2]1[CH:7]=[CH:6][C:5]([C:8]([NH:10][S:11]([C:14]2[S:15][C:16]([Cl:19])=[CH:17][CH:18]=2)(=[O:13])=[O:12])=[O:9])=[CH:4][CH:3]=1. Procedure: A 22 mg portion (0.070) of (4-aminophenyl)-N-[(5-chloro(2-thienyl))sulfonyl]carboxamide was combined with 15 mg (0.10 mmol) of phthalic anhydride in 140 μL of DMF. After 18 h of heating at 110° C., the mixture was cooled and purified by RP-HPLC, to give 20 mg (55%) of the desired compound. ES-MS (M+H)+=447 (Cl). Reactants: COC=1C(N(C=CC1)C1CCC(CC1)=O)=O (3-methoxy-1-(4-oxo-cyclohexyl)-1H-pyridin-2-one), N1CC(C1)NC(=O)CNC(C1=CC(=CC=C1)C(F)(F)F)=O (N-(azetidin-3-ylcarbamoylmethyl)-3-trifluoromethyl-benzamide). The product is COC=1C(N(C=CC1)C1CCC(CC1)N1CC(C1)NC(=O)CNC(C1=CC(=CC=C1)C(F)(F)F)=O)=O (N-({1-[4-(3-Methoxy-2-oxo-2H-pyridin-1-yl)-cyclohexyl]-azetidin-3-ylcarbamoyl}-methyl)-3-trifluoromethyl-benzamide). Reaction SMILES: [CH3:1][O:2][C:3]1[C:4](=[O:16])[N:5]([CH:9]2[CH2:14][CH2:13][C:12](=O)[CH2:11][CH2:10]2)[CH:6]=[CH:7][CH:8]=1.[NH:17]1[CH2:20][CH:19]([NH:21][C:22]([CH2:24][NH:25][C:26](=[O:37])[C:27]2[CH:32]=[CH:31][CH:30]=[C:29]([C:33]([F:36])([F:35])[F:34])[CH:28]=2)=[O:23])[CH2:18]1>>[CH3:1][O:2][C:3]1[C:4](=[O:16])[N:5]([CH:9]2[CH2:14][CH2:13][CH:12]([N:17]3[CH2:20][CH:19]([NH:21][C:22]([CH2:24][NH:25][C:26](=[O:37])[C:27]4[CH:32]=[CH:31][CH:30]=[C:29]([C:33]([F:36])([F:34])[F:35])[CH:28]=4)=[O:23])[CH2:18]3)[CH2:11][CH2:10]2)[CH:6]=[CH:7][CH:8]=1. Procedure: The title compounds were prepared as white solids from the reductive amination of 3-methoxy-1-(4-oxo-cyclohexyl)-1H-pyridin-2-one (as prepared in the previous step) and N-(azetidin-3-ylcarbamoylmethyl)-3-trifluoromethyl-benzamide (as prepared in Example 2 Step C) using the procedure described in Step D of Example 1. Starting materials: ClC1=CC(=C(C=C1)NS(=O)(=O)C(F)(F)F)C(C(C)(C)C)=O (N-[4-chloro-2-(2,2-dimethylpropionyl)phenyl]trifluoromethanesulfonamide), Cl.FC1=CC=C(C=C1)ON (O-(4-fluorophenyl)hydroxylamine hydrochloride), CC(=O)[O-].[Na+] (NaOAc). Run in CCO (EtOH). Product: ClC1=CC(=C(C=C1)NS(=O)(=O)C(F)(F)F)C(C(C)(C)C)=NOC1=CC=C(C=C1)F (N-{4-chloro-2-[1-(4-fluorophenoxyimino)2,2-dimethylpropyl]phenyl}trifluoromethanesulfonamide). Yield: 10.8%. RXN SMILES: [Cl:1][C:2]1[CH:7]=[CH:6][C:5]([NH:8][S:9]([C:12]([F:15])([F:14])[F:13])(=[O:11])=[O:10])=[C:4]([C:16](=O)[C:17]([CH3:20])([CH3:19])[CH3:18])[CH:3]=1.Cl.[F:23][C:24]1[CH:29]=[CH:28][C:27]([O:30][NH2:31])=[CH:26][CH:25]=1.CC([O-])=O.[Na+]>CCO>[Cl:1][C:2]1[CH:7]=[CH:6][C:5]([NH:8][S:9]([C:12]([F:15])([F:14])[F:13])(=[O:11])=[O:10])=[C:4]([C:16](=[N:31][O:30][C:27]2[CH:28]=[CH:29][C:24]([F:23])=[CH:25][CH:26]=2)[C:17]([CH3:20])([CH3:19])[CH3:18])[CH:3]=1 |f:1.2,3.4|. Procedure: A solution of N-[4-chloro-2-(2,2-dimethylpropionyl)phenyl]trifluoromethanesulfonamide 29C (280 mg, 0.82 mmol), O-(4-fluorophenyl)hydroxylamine hydrochloride (200 mg, 1.22 mmol) and anhydrous NaOAc (100 mg, 1.22 mmol) in EtOH (20 mL) was stirred for 48 hours at RT. The reaction mixture was concentrated under vacuum and the residue purified by column chromatography (eluting with CH2Cl2/PE, 1:4 to 2:3) to afford N-{4-chloro-2-[1-(4-fluorophenoxyimino)2,2-dimethylpropyl]phenyl}trifluoromethanesulfon... Starting materials: CN=C=S, C1COCCO1, c1ccc(C2NCCc3[nH]cnc32)cc1. Product: CNC(=S)N1CCc2[nH]cnc2C1c1ccccc1. As a reaction SMILES: [CH3:16][N:17]=[C:18]=[S:19].[O:20]1[CH2:21][CH2:22][O:23][CH2:24][CH2:25]1.[c:1]1([CH:7]2[NH:8][CH2:9][CH2:10][c:11]3[c:12]2[n:13][cH:14][nH:15]3)[cH:2][cH:3][cH:4][cH:5][cH:6]1>>[c:1]1([CH:7]2[N:8]([C:18]([NH:17][CH3:16])=[S:19])[CH2:9][CH2:10][c:11]3[c:12]2[n:13][cH:14][nH:15]3)[cH:2][cH:3][cH:4][cH:5][cH:6]1. The reactants are ClC1=C(C(=C2CCCC(C2=C1)=O)O)F (7-chloro-6-fluoro-5-hydroxy-3,4-dihydro-2H-naphthalen-1-one), C([O-])([O-])=O.[K+].[K+] (potassium carbonate), BrCC(=O)OC(C)(C)C (tert-butyl bromoacetate). Run in CN(C=O)C (N,N-dimethylformamide). Run at time 2 hour. The product is C(C)(C)(C)OC(COC1=C(C(=CC=2CCCCC12)Cl)F)=O ((3-chloro-2-fluoro-5,6,7,8-tetrahydro-naphthalen-1-yloxy)-acetic acid tert-butyl ester). Isolated yield 100.3%. RXN SMILES: [Cl:1][C:2]1[CH:11]=[C:10]2[C:5]([CH2:6][CH2:7][CH2:8][C:9]2=O)=[C:4]([OH:13])[C:3]=1[F:14].C(=O)([O-])[O-].[K+].[K+].Br[CH2:22][C:23]([O:25][C:26]([CH3:29])([CH3:28])[CH3:27])=[O:24]>CN(C)C=O>[C:26]([O:25][C:23](=[O:24])[CH2:22][O:13][C:4]1[C:5]2[CH2:6][CH2:7][CH2:8][CH2:9][C:10]=2[CH:11]=[C:2]([Cl:1])[C:3]=1[F:14])([CH3:29])([CH3:28])[CH3:27] |f:1.2.3|. Procedure: To a stirred solution of 7-chloro-6-fluoro-5-hydroxy-3,4-dihydro-2H-naphthalen-1-one (0.90 g, 4.18 mmol) in dry N,N-dimethylformamide (10 mL) was added potassium carbonate (1.16 g, 8.36 mmol) and tert-butyl bromoacetate (1.22 g, 6.27 mmol) at room temperature and the resulting mixture was stirred for 2 hours, then extracted with ethyl acetate (25 mL×3), washed with water (25 mL×3), dried over anhydrous sodium sulfate, filtered, and concentrated in vacuo to afford (3-chloro-2-fluoro-5,6,7,8-tetra... Reactants: COc1nn(-c2ccc([N+](=O)[O-])cc2)c(=O)o1, CO, [H][H]. Product: COc1nn(-c2ccc(N)cc2)c(=O)o1. RXN SMILES: [CH3:1][O:2][c:3]1[n:4][n:5](-[c:9]2[cH:10][cH:11][c:12]([N+:15]([O-:16])=[O:17])[cH:13][cH:14]2)[c:6](=[O:8])[o:7]1.[CH3:20][OH:21].[H:18][H:19]>>[CH3:1][O:2][c:3]1[n:4][n:5](-[c:9]2[cH:10][cH:11][c:12]([NH2:15])[cH:13][cH:14]2)[c:6](=[O:8])[o:7]1. The reactants are NC=1C2=C(N(N1)C(=O)OCC)C(N(C2)C(=O)OC(C)(C)C)(C)C (5-tert-butyl 1-ethyl 3-amino-6,6-dimethyl-4,6-dihydropyrrolo[3,4-c]pyrazole-1,5-dicarboxylate), [Li+].[OH-] (LiOH). The solvent is CCOC(=O)C (EtOAc), CO (MeOH). Run at time 2 hour. Product: NC=1C2=C(NN1)C(N(C2)C(=O)OC(C)(C)C)(C)C (Tert-butyl 3-amino-6,6-dimethyl-4,6-dihydropyrrolo[3,4-c]pyrazole-5(1H)-carboxylate), solid. Isolated yield 76.0%. As a reaction SMILES: [NH2:1][C:2]1[C:3]2[CH2:14][N:13]([C:15]([O:17][C:18]([CH3:21])([CH3:20])[CH3:19])=[O:16])[C:12]([CH3:23])([CH3:22])[C:4]=2[N:5](C(OCC)=O)[N:6]=1.[Li+].[OH-]>CO.CCOC(C)=O>[NH2:1][C:2]1[C:3]2[CH2:14][N:13]([C:15]([O:17][C:18]([CH3:21])([CH3:20])[CH3:19])=[O:16])[C:12]([CH3:23])([CH3:22])[C:4]=2[NH:5][N:6]=1 |f:1.2|. Reported procedure: To a slurry of 5-tert-butyl 1-ethyl 3-amino-6,6-dimethyl-4,6-dihydropyrrolo[3,4-c]pyrazole-1,5-dicarboxylate (25.00 g, 77.1 mmol) in MeOH (50 mL) was added LiOH (1.92 g, 77.1 mmol). The reaction was stirred at room temperature for 2 h then concentrated. The crude reaction mixture was taken up in EtOAc (50 mL) then washed with NaHCO3 (20 mL) and water (20 mL). The organic layer was dried (MgSO4), filtered and concentrated to give an orange solid which was triturated with ACN then filtered and rin... The reactants are O=C([O-])[O-], CCOC(=O)CCc1cc(C(=O)c2cccc(C(=O)OCC)c2)ccc1OCCCCCCBr, CCC(C)=O, [K+], [K+], CCCc1c(O)ccc2c1OCCC2=O. Yields the product CCCc1c(OCCCCCCOc2ccc(C(=O)c3cccc(C(=O)OCC)c3)cc2CCC(=O)OCC)ccc2c1OCCC2=O. As a reaction SMILES: [C:50](=[O:51])([O-:52])[O-:53].[CH2:16]([CH3:17])[O:18][C:19]([CH2:20][CH2:21][c:22]1[c:23]([O:41][CH2:42][CH2:43][CH2:44][CH2:45][CH2:46][CH2:47][Br:48])[cH:24][cH:25][c:26]([C:28](=[O:29])[c:30]2[cH:31][c:32]([C:36](=[O:37])[O:38][CH2:39][CH3:40])[cH:33][cH:34][cH:35]2)[cH:27]1)=[O:49].[CH3:56][C:57](=[O:58])[CH2:59][CH3:60].[K+:54].[K+:55].[OH:1][c:2]1[c:3]([CH2:13][CH2:14][CH3:15])[c:4]2[c:5]([cH:11][cH:12]1)[C:6](=[O:10])[CH2:7][CH2:8][O:9]2>>[O:1]([c:2]1[c:3]([CH2:13][CH2:14][CH3:15])[c:4]2[c:5]([cH:11][cH:12]1)[C:6](=[O:10])[CH2:7][CH2:8][O:9]2)[CH2:47][CH2:46][CH2:45][CH2:44][CH2:43][CH2:42][O:41][c:23]1[c:22]([CH2:21][CH2:20][C:19]([O:18][CH2:16][CH3:17])=[O:49])[cH:27][c:26]([C:28](=[O:29])[c:30]2[cH:31][c:32]([C:36](=[O:37])[O:38][CH2:39][CH3:40])[cH:33][cH:34][cH:35]2)[cH:25][cH:24]1.